Task: describe an organic reaction: reactants, conditions, products, and yield. Dataset: the Open Reaction Database (ORD), a public repository of structured organic reaction records The reactants are O=C1OC2(CN3CCC2CC3)CN1c1ccc(Br)s1, Cl, OB(O)c1cccnc1. Yields the product O=C1OC2(CN3CCC2CC3)CN1c1ccc(-c2cccnc2)s1. RXN SMILES: [Br:1][c:2]1[cH:3][cH:4][c:5]([N:7]2[C:8](=[O:19])[O:9][C:10]3([CH2:11][N:12]4[CH2:13][CH2:14][CH:15]3[CH2:16][CH2:17]4)[CH2:18]2)[s:6]1.[ClH:29].[n:20]1[cH:21][c:22]([B:26]([OH:27])[OH:28])[cH:23][cH:24][cH:25]1>>[c:2]1(-[c:22]2[cH:21][n:20][cH:25][cH:24][cH:23]2)[cH:3][cH:4][c:5]([N:7]2[C:8](=[O:19])[O:9][C:10]3([CH2:11][N:12]4[CH2:13][CH2:14][CH:15]3[CH2:16][CH2:17]4)[CH2:18]2)[s:6]1. Reactants: ClC1=CC=C(OC(C(C(CCl)(C)C)O)N2N=CN=C2)C=C1 (1-(4-chlorophenoxy)-1-(1,2,4-triazol-1-yl)-3,3-dimethyl-4-chloro-butan-2-ol), C(C)(=O)OC(C)=O (acetic anhydride). Conditions: temperature 100 celsius. The product is ClC1=CC=C(OC(C(C(CCl)(C)C)OC(C)=O)N2N=CN=C2)C=C1 (1-(4-chlorophenoxy)-1-(1,2,4-triazol-1-yl)-2-acetoxy-3,3-dimethyl-4-chloro-butane). Isolated yield 65.0%. RXN SMILES: [Cl:1][C:2]1[CH:21]=[CH:20][C:5]([O:6][CH:7]([N:15]2[CH:19]=[N:18][CH:17]=[N:16]2)[CH:8]([OH:14])[C:9]([CH3:13])([CH3:12])[CH2:10][Cl:11])=[CH:4][CH:3]=1.[C:22](OC(=O)C)(=[O:24])[CH3:23]>>[Cl:1][C:2]1[CH:3]=[CH:4][C:5]([O:6][CH:7]([N:15]2[CH:19]=[N:18][CH:17]=[N:16]2)[CH:8]([O:14][C:22](=[O:24])[CH3:23])[C:9]([CH3:12])([CH3:13])[CH2:10][Cl:11])=[CH:20][CH:21]=1. Procedure: 23.1 g (0.07 mol) of 1-(4-chlorophenoxy)-1-(1,2,4-triazol-1-yl)-3,3-dimethyl-4-chloro-butan-2-ol were dissolved in 100 ml of acetic anhydride and the solution was heated to 100° C. for 12 hours. Thereafter, it was concentrated by distilling off excess acetic anhydride in vacuo. The oil which remained was taken up in 150 ml of diisopropyl ether and the product was allowed to crystallize out at 0° C. 17 g (65% of theory) of 1-(4-chlorophenoxy)-1-(1,2,4-triazol-1-yl)-2-acetoxy-3,3-dimethyl-4-chloro... Reactants: COC1=CC2=C(N=CS2)C=C1 (6-Methoxy-1,3-benzothiazole), CN(C)C=O (DMF), BrC1=CC=C(C=N1)N(C)C (6-bromo-N,N-dimethylpyridin-3-amine), COC1=CC2=C(N=C(S2)C2=NC=C(C=C2)C(F)(F)F)C=C1 (6-methoxy-2-[5-(trifluoromethyl)pyridin-2-yl]-1,3-benzothiazole). Reagents/catalysts: [Pd].C(C)(C)(C)P(C(C)(C)C)C(C)(C)C.C(C)(C)(C)P(C(C)(C)C)C(C)(C)C (bis(tri-t-butylphosphine) palladium (0)). Reaction conditions: temperature 150 celsius. Product: COC=1C=CC2=C(N=C(S2)C=2C=CC(=NC2)NC)C1 (5-(5-Methoxy-1,3-benzothiazol-2-yl)-N-methylpyridin-2-amine). RXN SMILES: CO[C:3]1[CH:11]=[CH:10][C:6]2[N:7]=[CH:8][S:9][C:5]=2[CH:4]=1.Br[C:13]1[N:18]=[CH:17][C:16](N(C)C)=[CH:15][CH:14]=1.[CH3:22][O:23]C1C=CC2N=C(C3C=CC(C(F)(F)F)=CN=3)SC=2C=1.[CH3:43][N:44](C=O)C>[Pd].C(P(C(C)(C)C)C(C)(C)C)(C)(C)C.C(P(C(C)(C)C)C(C)(C)C)(C)(C)C>[CH3:22][O:23][C:11]1[CH:3]=[CH:4][C:5]2[S:9][C:8]([C:16]3[CH:15]=[CH:14][C:13]([NH:44][CH3:43])=[N:18][CH:17]=3)=[N:7][C:6]=2[CH:10]=1 |f:4.5.6|. Reported procedure: 6-Methoxy-1,3-benzothiazole (0.136 g, 0.82 mmol; M. A. Matulenko et al. Bioorg. Med. Chem. 2005, 13, 3705.) and 6-bromo-N,N-dimethylpyridin-3-amine (0.199 g, 0.99 mmol) were reacted according to the procedure used for the preparation of 6-methoxy-2-[5-(trifluoromethyl)pyridin-2-yl]-1,3-benzothiazole, with the following exceptions: 10 mol % bis(tri-t-butylphosphine) palladium (0) was used, the amount of DMF was reduced (2 mL) and the reaction mixture was heated at 150° C. for 4.5 h before it was ... The reactants are C(CCC)OC(=O)C=1N=C(C2=CC=C(C=C2C1O)OC1=CC=C(C=C1)OC)C#N (1-Cyano-4-hydroxy-6-(4-methoxy-phenoxy)-isoquinoline-3-carboxylic acid butyl ester), NCC(=O)O (glycine). The product is C(#N)C1=NC(=C(C2=CC(=CC=C12)OC1=CC=C(C=C1)OC)O)C(=O)NCC(=O)O ({[1-Cyano-4-hydroxy-6-(4-methoxy-phenoxy)-isoquinoline-3-carbonyl]-amino}-acetic acid). Reaction SMILES: C(O[C:6]([C:8]1[N:9]=[C:10]([C:28]#[N:29])[C:11]2[C:16]([C:17]=1[OH:18])=[CH:15][C:14]([O:19][C:20]1[CH:25]=[CH:24][C:23]([O:26][CH3:27])=[CH:22][CH:21]=1)=[CH:13][CH:12]=2)=[O:7])CCC.[NH2:30][CH2:31][C:32]([OH:34])=[O:33]>>[C:28]([C:10]1[C:11]2[C:16](=[CH:15][C:14]([O:19][C:20]3[CH:25]=[CH:24][C:23]([O:26][CH3:27])=[CH:22][CH:21]=3)=[CH:13][CH:12]=2)[C:17]([OH:18])=[C:8]([C:6]([NH:30][CH2:31][C:32]([OH:34])=[O:33])=[O:7])[N:9]=1)#[N:29]. Reported procedure: The title compound was synthesized from 1-Cyano-4-hydroxy-6-(4-methoxy-phenoxy)-isoquinoline-3-carboxylic acid butyl ester and glycine in analogy to example 1b; MS-(−)-ion: M−1=391.9. Reactants: OCC1=C(C(CC=C1)(C)C)C (1-hydroxymethyl-2,3,3-trimethyl-cyclohexa-1,5-diene), 1g. Reagents/catalysts: [Ni] (Raney-nickel). Run in C(C)O (ethanol). The product is OCC1C(C(CC=C1)(C)C)C (1-hydroxymethyl-2,3,3-trimethyl-cyclohex-5-ene). Isolated yield 91.6%. RXN SMILES: [OH:1][CH2:2][C:3]1[CH:8]=[CH:7][CH2:6][C:5]([CH3:10])([CH3:9])[C:4]=1[CH3:11]>C(O)C.[Ni]>[OH:1][CH2:2][CH:3]1[CH:8]=[CH:7][CH2:6][C:5]([CH3:10])([CH3:9])[CH:4]1[CH3:11]. Reported procedure: 30.4 g of 1-hydroxymethyl-2,3,3-trimethyl-cyclohexa-1,5-diene were hydrogenated at 10°-12° in the presence of 1g of Raney-nickel in 300 ml of ethanol. 3.95 l of hydrogen were thus absorbed within 2.5 h. A filtration followed by evaporation and distillation gave 28.2 g of 1-hydroxymethyl-2,3,3-trimethyl-cyclohex-5-ene. nD =1.4862, d20 =0.9447 Starting materials: BrC[C@@H](O)C1=CC=C(C=C1)NS(=O)(=O)C (N-{4-[(1S)-2-bromo-1-hydroxyethyl]phenyl}methanesulfonamide), [I-].[Na+] (sodium iodide), [N-]=[N+]=[N-].[Na+] (sodium azide), CS(=O)C (methyl sulfoxide). The solvent is O (water). Reaction conditions: time 7 day. The product is N(=[N+]=[N-])C[C@H](O)C1=CC=C(C=C1)NS(=O)(=O)C (N-{4-[(1R)-Azido-1-hydroxyethyl]phenyl}methanesulfonamide). Isolated yield 37.0%. RXN SMILES: Br[CH2:2][C@H:3]([C:5]1[CH:10]=[CH:9][C:8]([NH:11][S:12]([CH3:15])(=[O:14])=[O:13])=[CH:7][CH:6]=1)[OH:4].[I-].[Na+].[N-:18]=[N+:19]=[N-:20].[Na+].CS(C)=O>O>[N:18]([CH2:2][C@@H:3]([C:5]1[CH:10]=[CH:9][C:8]([NH:11][S:12]([CH3:15])(=[O:14])=[O:13])=[CH:7][CH:6]=1)[OH:4])=[N+:19]=[N-:20] |f:1.2,3.4|. Reported procedure: A mixture of N-{4-[(1S)-2-bromo-1-hydroxyethyl]phenyl}methanesulfonamide (which was obtained in Example 112) (1.73 g, 5.9 mmol), sodium iodide (0.88g, 5.9 mmol), sodium azide (1.53 g, 23.6 mmol), and methyl sulfoxide (15 mL) was stirred at ambient temperature for 7 days, poured into water and extracted with ethyl acetate. The organic extracts were washed with water, and dried over MgSO4. Evaporation and purification by flash chromatography (hexanes/chloroform/isopropylalcohol 5/4.5/0.5) gave an ... Reactants: N#N (N2), N#N (N2), COC(=O)C=1OC(=CC1)CN1N=CC(=C1)[N+](=O)[O-] (5-(4-nitro-pyrazol-1-ylmethyl)-furan-2-carboxylic acid methyl ester). The reagents and catalysts are [Pd] (Pd/C). Run in CO (MeOH). Reaction conditions: time 4 hour. The product is COC(=O)C=1OC(=CC1)CN1N=CC(=C1)N (5-(4-Amino-pyrazol-1-ylmethyl)-furan-2-carboxylic acid methyl ester). Reaction SMILES: N#N.[CH3:3][O:4][C:5]([C:7]1[O:8][C:9]([CH2:12][N:13]2[CH:17]=[C:16]([N+:18]([O-])=O)[CH:15]=[N:14]2)=[CH:10][CH:11]=1)=[O:6]>CO.[Pd]>[CH3:3][O:4][C:5]([C:7]1[O:8][C:9]([CH2:12][N:13]2[CH:17]=[C:16]([NH2:18])[CH:15]=[N:14]2)=[CH:10][CH:11]=1)=[O:6]. Procedure: In a flame dried round-bottomed flask equipped with a magnetic stir bar and under inert atmosphere (N2), a solution of 5-(4-nitro-pyrazol-1-ylmethyl)-furan-2-carboxylic acid methyl ester (4.45 g, 17.7 mmol) in MeOH (100 mL) was treated with Pd/C (445 mg, 10% Pd). The N2 atmosphere was replaced by an H2 atmosphere (H2 balloon) and the reaction mixture was stirred at rt for 4 h before being filtered through Celite and the solvent was removed under reduced pressure to give the title compound as an ... Reaction conditions: temperature -30 celsius, time 19.5 hour. Yield: 39.4%. Reactants: O (water), ClC1=CC=C(N=N1)C(=O)N (6-chloropyridazine-3-carboxamide), N1=CC=CC=C1 (pyridine), C(=O)(C(F)(F)F)OC(=O)C(F)(F)F (TFAA). Yields the product ClC=1N=NC(=CC1)C#N (3-chloro-6-cyanopyridazine). Procedure details: A mixture of 6-chloropyridazine-3-carboxamide (described in reference example 3) (15 g, 95.5 mmol) and pyridine (22.6 g, 23.1 ml, 286.6 mmol) were was suspended in dichloromethane and cooled to −30 ° C. under argon. TFAA was added dropwise to the stirred mixture keeping the internal temperature below −20 ° C. The reaction was stirred for 19.5 hours allowing to warm to ambient temperature. The mixture was poured into water(500 ml) and washed with water (4×500 ml) until the aqueous phase was pale ... Solvent: ClCCl (dichloromethane). RXN SMILES: [Cl:1][C:2]1[N:7]=[N:6][C:5]([C:8]([NH2:10])=O)=[CH:4][CH:3]=1.N1C=CC=CC=1.C(OC(C(F)(F)F)=O)(C(F)(F)F)=O.O>ClCCl>[Cl:1][C:2]1[N:7]=[N:6][C:5]([C:8]#[N:10])=[CH:4][CH:3]=1.